This data is from the Open Reaction Database (ORD), a public repository of structured organic reaction records. The task is: describe an organic reaction: reactants, conditions, products, and yield Reactants: C1CCOC1, CC(C)[N-]C(C)C, CC(C)(C)S(=O)N=C1COC1, Cc1cc(Nc2nccc(C(F)(F)F)n2)cc(-c2cncs2)c1, CC(C)NC(C)C, [Li+], [Li]. Yields the product Cc1cc(Nc2nccc(C(F)(F)F)n2)cc(-c2cnc(C3(NS(=O)C(C)(C)C)COC3)s2)c1. As a reaction SMILES: [CH2:51]1[O:52][CH2:53][CH2:54][CH2:55]1.[CH3:33][CH:34]([N-:35][CH:36]([CH3:37])[CH3:38])[CH3:39].[CH3:40][C:41]([CH3:42])([CH3:43])[S:44](=[O:45])[N:46]=[C:47]1[CH2:48][O:49][CH2:50]1.[CH3:9][c:10]1[cH:11][c:12]([NH:21][c:22]2[n:23][cH:24][cH:25][c:26]([C:28]([F:29])([F:30])[F:31])[n:27]2)[cH:13][c:14](-[c:16]2[cH:17][n:18][cH:19][s:20]2)[cH:15]1.[CH:1]([NH:2][CH:3]([CH3:4])[CH3:5])([CH3:6])[CH3:7].[Li+:32].[Li:8]>>[CH3:9][c:10]1[cH:11][c:12]([NH:21][c:22]2[n:23][cH:24][cH:25][c:26]([C:28]([F:29])([F:30])[F:31])[n:27]2)[cH:13][c:14](-[c:16]2[cH:17][n:18][c:19]([C:47]3([NH:46][S:44]([C:41]([CH3:40])([CH3:42])[CH3:43])=[O:45])[CH2:48][O:49][CH2:50]3)[s:20]2)[cH:15]1.